From a dataset of the Open Reaction Database (ORD), a public repository of structured organic reaction records. describe an organic reaction: reactants, conditions, products, and yield Reactants: CC(=O)O, CCOC(C)=O, COc1ccc(S(=O)C(F)(F)F)c([N+](=O)[O-])c1. Product: COc1ccc(S(=O)(=O)C(F)(F)F)c([N+](=O)[O-])c1. As a reaction SMILES: [CH3:18][C:19]([OH:20])=[O:21].[CH3:22][CH2:23][O:24][C:25]([CH3:26])=[O:27].[F:1][C:2]([F:3])([F:4])[S:5](=[O:6])[c:7]1[c:8]([N+:15](=[O:16])[O-:17])[cH:9][c:10]([O:13][CH3:14])[cH:11][cH:12]1>>[F:1][C:2]([F:3])([F:4])[S:5](=[O:6])([c:7]1[c:8]([N+:15](=[O:16])[O-:17])[cH:9][c:10]([O:13][CH3:14])[cH:11][cH:12]1)=[O:20].